From a dataset of the Open Reaction Database (ORD), a public repository of structured organic reaction records. describe an organic reaction: reactants, conditions, products, and yield Reactants: C(C)(C)(C)OC(NC(=N)C=1SC(=C(C1)S(=O)(=O)C1=CC(=CC=C1)B(O)O)SC)=O ({[4-(3-dihydroxyboranyl-benzenesulfonyl)-5-methylsulfanyl-thiophen-2-yl]-imino-methyl}-carbamic acid tert-butyl ester), O (H2O), IC1=C(C=CC=2N(C=NC21)COCC[Si](C)(C)C)C (4-Iodo-5-methyl-1-(2-trimethylsilanyl-ethoxymethyl)-1H-benzoimidazole), C(=O)([O-])[O-].[Na+].[Na+].C1(=CC=CC=C1)C (Na2CO3 toluene). Reagents/catalysts: C=1C=CC(=CC1)[P](C=2C=CC=CC2)(C=3C=CC=CC3)[Pd]([P](C=4C=CC=CC4)(C=5C=CC=CC5)C=6C=CC=CC6)([P](C=7C=CC=CC7)(C=8C=CC=CC8)C=9C=CC=CC9)[P](C=1C=CC=CC1)(C=1C=CC=CC1)C=1C=CC=CC1 (Pd(PPh3)4). Solvent: CCO (EtOH). Product: C(C)(C)(C)OC(NC(C=1SC(=C(C1)S(=O)(=O)C1=CC(=CC=C1)C1=C(C=CC=2N(C=NC21)COCC[Si](C)(C)C)C)SC)=N)=O ([Imino-(5-methylsulfanyl-4-{3-[5-methyl-1-(2-trimethylsilanyl-ethoxymethyl)-1H-benzoimidazol-4-yl]-benzenesulfonyl}-thiophen-2-yl)-methyl]-carbamic acid tert-butyl ester). Isolated yield 71.0%. Reaction SMILES: [C:1]([O:5][C:6](=[O:29])[NH:7][C:8]([C:10]1[S:11][C:12]([S:27][CH3:28])=[C:13]([S:15]([C:18]2[CH:23]=[CH:22][CH:21]=[C:20](B(O)O)[CH:19]=2)(=[O:17])=[O:16])[CH:14]=1)=[NH:9])([CH3:4])([CH3:3])[CH3:2].I[C:31]1[C:39]2[N:38]=[CH:37][N:36]([CH2:40][O:41][CH2:42][CH2:43][Si:44]([CH3:47])([CH3:46])[CH3:45])[C:35]=2[CH:34]=[CH:33][C:32]=1[CH3:48].C([O-])([O-])=O.[Na+].[Na+].C1(C)C=CC=CC=1.O>CCO.C1C=CC([P]([Pd]([P](C2C=CC=CC=2)(C2C=CC=CC=2)C2C=CC=CC=2)([P](C2C=CC=CC=2)(C2C=CC=CC=2)C2C=CC=CC=2)[P](C2C=CC=CC=2)(C2C=CC=CC=2)C2C=CC=CC=2)(C2C=CC=CC=2)C2C=CC=CC=2)=CC=1>[C:1]([O:5][C:6](=[O:29])[NH:7][C:8](=[NH:9])[C:10]1[S:11][C:12]([S:27][CH3:28])=[C:13]([S:15]([C:18]2[CH:23]=[CH:22][CH:21]=[C:20]([C:31]3[C:39]4[N:38]=[CH:37][N:36]([CH2:40][O:41][CH2:42][CH2:43][Si:44]([CH3:47])([CH3:46])[CH3:45])[C:35]=4[CH:34]=[CH:33][C:32]=3[CH3:48])[CH:19]=2)(=[O:17])=[O:16])[CH:14]=1)([CH3:4])([CH3:3])[CH3:2] |f:2.3.4.5,^1:69,71,90,109|. Procedure details: A mixture of {[4-(3-dihydroxyboranyl-benzenesulfonyl)-5-methylsulfanyl-thiophen-2-yl]-imino-methyl}-carbamic acid tert-butyl ester. (20 mg, 0.044 mmol, Example 140: step a), 4-Iodo-5-methyl-1-(2-methylsilanyl-ethoxymethyl)-1H-benzoimidazole (21 mg, 0.054 mmol, Example 287: step b) and Pd(PPh3)4 in 1.2 ml of 1:1:2 EtOH/2M Na2CO3/toluene was stirred at 90° C. for 5 h, the cooled to RT. Treated with 3 mL of H2O, the mixture was extracted with EtOAc (3×5 mL)/Removal of the solvent under reduced pres... Yields the product COC(=O)c1cccc(C2OC2C=O)c1. RXN SMILES: [C:19]([O:20][CH2:21][CH3:22])(=[O:23])[CH3:24].[CH2:16]([Cl:17])[Cl:18].[CH3:25][CH2:26][CH2:27][CH2:28][CH2:29][CH3:30].[O:1]1[CH:2]([CH2:3][OH:4])[CH:5]1[c:6]1[cH:7][c:8]([C:12](=[O:13])[O:14][CH3:15])[cH:9][cH:10][cH:11]1>>[O:1]1[CH:2]([CH:3]=[O:4])[CH:5]1[c:6]1[cH:7][c:8]([C:12](=[O:13])[O:14][CH3:15])[cH:9][cH:10][cH:11]1. Reactants: CCOC(C)=O, ClCCl, CCCCCC, COC(=O)c1cccc(C2OC2CO)c1. The reactants are [BH4-].[Na+] (sodium borohydride), C(C)(=O)C1=CC=C(C=C1)C=1C=2C3=C(C(NC2C=CC1O)=O)SC=C3 (9-(4-acetylphenyl)-8-hydroxythieno[2,3-c]quinolin-4(5H)-one), [H-].[Al+3].[Li+].[H-].[H-].[H-] (lithium aluminum hydride). Solvent: C(C)O (ethanol). Conditions: time 18 hour. Product: OC1=C(C=2C3=C(C(NC2C=C1)=O)SC=C3)C3=CC=C(C=C3)C(C)O (8-Hydroxy-9-[4-(1-hydroxyethyl)phenyl]thieno[2,3-c]quinolin-4(5H)-one). Yield: 1.3%. Reaction SMILES: [C:1]([C:4]1[CH:9]=[CH:8][C:7]([C:10]2[C:11]3[C:12]4[CH:24]=[CH:23][S:22][C:13]=4[C:14](=[O:21])[NH:15][C:16]=3[CH:17]=[CH:18][C:19]=2[OH:20])=[CH:6][CH:5]=1)(=[O:3])[CH3:2].[BH4-].[Na+].[H-].[Al+3].[Li+].[H-].[H-].[H-]>C(O)C>[OH:20][C:19]1[CH:18]=[CH:17][C:16]2[NH:15][C:14](=[O:21])[C:13]3[S:22][CH:23]=[CH:24][C:12]=3[C:11]=2[C:10]=1[C:7]1[CH:8]=[CH:9][C:4]([CH:1]([OH:3])[CH3:2])=[CH:5][CH:6]=1 |f:1.2,3.4.5.6.7.8|. Reported procedure: A solution of 9-(4-acetylphenyl)-8-hydroxythieno[2,3-c]quinolin-4(5H)-one (200 mg, 0.59 mmol) in ethanol (4 mL) was cooled to 0° C. and sodium borohydride (45 mg, 1.2 mmol) was added. The reaction mixture was stirred at room temperature for 18 h however starting material was present. The reaction was cooled to 0° C. and lithium aluminum hydride (1.0 M in THF, 1.2 mL, 1.2 mmol) was added and the reaction mixture was stirred at room temperature for 2 h. The reaction was cooled to 0° C., quenched w... Starting materials: C(C=C)N=C=O (Allyl isocyanate), COC(CCOC1=CC=C(C=C1)O)OC (4-(3,3-Dimethoxypropoxy)phenol), [N-]=C=O (isocyanate). The reagents and catalysts are C(C)N(CC)CC (triethylamine). Solvent: C1=CC=CC=C1 (benzene). Reaction conditions: time 6 hour. The product is C(C=C)NC(OC1=CC=C(C=C1)OCCC(OC)OC)=O (O-[4-(3,3-dimethoxypropoxy)phenyl] N-allylcarbamate). Reaction SMILES: [CH3:1][O:2][CH:3]([O:14][CH3:15])[CH2:4][CH2:5][O:6][C:7]1[CH:12]=[CH:11][C:10]([OH:13])=[CH:9][CH:8]=1.[CH2:16]([N:19]=[C:20]=[O:21])[CH:17]=[CH2:18].[N-]=C=O>C1C=CC=CC=1.C(N(CC)CC)C>[CH2:16]([NH:19][C:20](=[O:21])[O:13][C:10]1[CH:11]=[CH:12][C:7]([O:6][CH2:5][CH2:4][CH:3]([O:2][CH3:1])[O:14][CH3:15])=[CH:8][CH:9]=1)[CH:17]=[CH2:18]. Procedure: 4-(3,3-Dimethoxypropoxy)phenol (0.05 mole) dissolved in benzene (10 ml) is charged into a glass reaction flask equipped with a mechanical stirrer. Allyl isocyanate (0.06 mole) and triethylamine (3 drops) are then added, and the resulting mixture is stirred at room temperature for a period of about 6 hours. The dried solution is stirpped of solvent and unreacted isocyanate to yield the desired product O-[4-(3,3-dimethoxypropoxy)phenyl] N-allylcarbamate as the residue.